Dataset: the Open Reaction Database (ORD), a public repository of structured organic reaction records. Task: describe an organic reaction: reactants, conditions, products, and yield The product is ClCN1S(N(C(C1=O)CCC)C)(=O)=O (2-chloromethyl-4-propyl-5-methyl-1,2,5-thiadiazolidin-3-one 1,1-dioxide). Starting materials: C1(=CC=CC=C1)SCN1S(N(C(C1=O)CCC)C)(=O)=O (2-phenylthiomethyl-4-propyl-5-methyl-1,2,5-thiadiazolidin-3-one 1,1-dioxide), S(=O)(=O)(Cl)Cl (sulfuryl chloride). As a reaction SMILES: C1(S[CH2:8][N:9]2[C:13](=[O:14])[CH:12]([CH2:15][CH2:16][CH3:17])[N:11]([CH3:18])[S:10]2(=[O:20])=[O:19])C=CC=CC=1.S(Cl)([Cl:24])(=O)=O>C(Cl)Cl>[Cl:24][CH2:8][N:9]1[C:13](=[O:14])[CH:12]([CH2:15][CH2:16][CH3:17])[N:11]([CH3:18])[S:10]1(=[O:20])=[O:19]. Run at time 3 hour. The solvent is C(Cl)Cl (methylene chloride). Procedure details: To a solution of 2-phenylthiomethyl-4-propyl-5-methyl-1,2,5-thiadiazolidin-3-one 1,1-dioxide (8.4 g) in 150 ml of methylene chloride was added sulfuryl chloride (3.22 ml) and the mixture was stirred for 3 hours at room temperature. The mixture was concentrated in vacuo and the residue triturated in hexane (150 ml) for 2 hours. The solvent was concentrated in vacuo and the residue was purified by falsh chromatography (silica gel) to afford 3.54 g of 2-chloromethyl-4-propyl-5-methyl-1,2,5-thiadiaz... The reactants are OCC1=NC2=C(N1)C=CC=C2C(=O)OC (methyl 2-hydroxymethyl-1H-benzimidazole-4-carboxylate), C(C)(C)(C)[Si](C1=CC=CC=C1)(C1=CC=CC=C1)Cl (tert-butylchlorodiphenylsilane), N1C=NC=C1 (imidazole), O (water). The solvent is CN(C=O)C (N,N-dimethylformamide). Reaction conditions: time 28 hour. Product: O([Si](C1=CC=CC=C1)(C1=CC=CC=C1)C(C)(C)C)CC1=NC2=C(N1)C=CC=C2C(=O)OC (methyl 2-tert-butyldiphenylsiloxymethyl-1H-benzimidazole-4-carboxylate). The yield is 67.2%. Reaction SMILES: [OH:1][CH2:2][C:3]1[NH:7][C:6]2[CH:8]=[CH:9][CH:10]=[C:11]([C:12]([O:14][CH3:15])=[O:13])[C:5]=2[N:4]=1.[C:16]([Si:20](Cl)([C:27]1[CH:32]=[CH:31][CH:30]=[CH:29][CH:28]=1)[C:21]1[CH:26]=[CH:25][CH:24]=[CH:23][CH:22]=1)([CH3:19])([CH3:18])[CH3:17].N1C=CN=C1.O>CN(C)C=O>[O:1]([CH2:2][C:3]1[NH:7][C:6]2[CH:8]=[CH:9][CH:10]=[C:11]([C:12]([O:14][CH3:15])=[O:13])[C:5]=2[N:4]=1)[Si:20]([C:16]([CH3:19])([CH3:18])[CH3:17])([C:27]1[CH:28]=[CH:29][CH:30]=[CH:31][CH:32]=1)[C:21]1[CH:26]=[CH:25][CH:24]=[CH:23][CH:22]=1. Reported procedure: To a solution of methyl 2-hydroxymethyl-1H-benzimidazole-4-carboxylate (1.0 g) in N,N-dimethylformamide (10 ml) were added tert-butylchlorodiphenylsilane (1.87 g) and imidazole (495 mg) at ambient temperature and the mixture was stirred at the same temperature for 28 hours. The reaction mixture was poured into water and the aqueous solution was extracted with ethyl acetate. The organic layer was washed with water and brine and dried over magnesium sulfate. The solvent was evaporated in vacuo and... The reactants are Cl (hydrochloric acid), C1=C(C=CC2=CC=CC=C12)C(=O)C=1CCCC2=C(C(OC21)=O)C (7-(2-naphthoyl)-3-methyl-5,6-dihydro-2(4H)-benzofuranone), [K+].C(C)(=O)[O-] (acetic acid potassium salt), C1(=CC=CC=C1)C (Toluene). Run in O (water). Conditions: temperature 220 celsius, time 1 hour. Product: CC(C(=O)O)C1=CC(=CC=C1)C(=O)C1=CC2=CC=CC=C2C=C1 (α-Methyl-3(2-naphthoyl)benzene Acetic Acid). As a reaction SMILES: [CH:1]1[C:10]2[C:5](=[CH:6][CH:7]=[CH:8][CH:9]=2)[CH:4]=[CH:3][C:2]=1[C:11]([C:13]1[CH2:14][CH2:15][CH2:16][C:17]2[C:21]=1[O:20][C:19](=[O:22])[C:18]=2[CH3:23])=[O:12].[K+].C([O-])(=O)C.C1(C)C=CC=CC=1.Cl>O>[CH3:23][CH:18]([C:17]1[CH:16]=[CH:15][CH:14]=[C:13]([C:11]([C:2]2[CH:3]=[CH:4][C:5]3[C:10](=[CH:9][CH:8]=[CH:7][CH:6]=3)[CH:1]=2)=[O:12])[CH:21]=1)[C:19]([OH:22])=[O:20] |f:1.2|. Procedure details: A mixture of 7-(2-naphthoyl)-3-methyl-5,6-dihydro-2(4H)-benzofuranone (10 g) and acetic acid potassium salt (0.3 g) was added to a reactor and stirred for 1 hr at 220° C. The reaction mixture was cooled down to room temperature. Toluene and water were added to the reaction mixture and acidified to pH 2 with 5% hydrochloric acid. Toluene layer separated was dried over anhydrous MgSO4, filtered and evaporated to give crude product. The crude product was purified by column chromatograph on silica g...